From a dataset of the Open Reaction Database (ORD), a public repository of structured organic reaction records. describe an organic reaction: reactants, conditions, products, and yield Starting materials: CC(C)(C)OC(=O)c1nc(-c2ccc(Cl)cc2Cl)n(-c2ccc(Cl)cc2)c1C#N, ClCCl, O=C(O)C(F)(F)F. The product is N#Cc1c(C(=O)O)nc(-c2ccc(Cl)cc2Cl)n1-c1ccc(Cl)cc1. RXN SMILES: [Cl:1][c:2]1[cH:3][cH:4][c:5](-[n:8]2[c:9](-[c:22]3[c:23]([Cl:29])[cH:24][c:25]([Cl:28])[cH:26][cH:27]3)[n:10][c:11]([C:15](=[O:16])[O:17][C:18]([CH3:19])([CH3:20])[CH3:21])[c:12]2[C:13]#[N:14])[cH:6][cH:7]1.[Cl:37][CH2:38][Cl:39].[OH:30][C:31]([C:32]([F:33])([F:34])[F:35])=[O:36]>>[Cl:1][c:2]1[cH:3][cH:4][c:5](-[n:8]2[c:9](-[c:22]3[c:23]([Cl:29])[cH:24][c:25]([Cl:28])[cH:26][cH:27]3)[n:10][c:11]([C:15](=[O:16])[OH:17])[c:12]2[C:13]#[N:14])[cH:6][cH:7]1. Starting materials: C(C)C=1N=C(N(C1C(=O)O)CC1=CC=C(C=C1)C1=C(C=CC=C1)C1=NN=NN1C(C1=CC=CC=C1)(C1=CC=CC=C1)C1=CC=CC=C1)CCC (4-ethyl-2-propyl-1-[[2'-(N-triphenylmethyl(tetrazol-5-yl))biphenyl-4-yl]methyl]imidazole-5-carboxylic acid), ICCC (iodopropane), C([O-])([O-])=O.[K+].[K+] (potassium carbonate), CN(C)C=O (DMF). The solvent is O (water), C(C)(=O)OCC (ethyl acetate). Conditions: time 24 hour. Yields the product C(C)C=1N=C(N(C1C(=O)OCCC)CC1=CC=C(C=C1)C1=C(C=CC=C1)C1=NN=NN1C(C1=CC=CC=C1)(C1=CC=CC=C1)C1=CC=CC=C1)CCC (Propyl 4-ethyl-2-propyl-1-[[2'-(N-triphenylmethyl(tetrazol-5-yl))biphenyl-4-yl]methyl]imidazole-5-carboxylate). RXN SMILES: [CH2:1]([C:3]1[N:4]=[C:5]([CH2:48][CH2:49][CH3:50])[N:6]([CH2:11][C:12]2[CH:17]=[CH:16][C:15]([C:18]3[CH:23]=[CH:22][CH:21]=[CH:20][C:19]=3[C:24]3[N:28]([C:29]([C:42]4[CH:47]=[CH:46][CH:45]=[CH:44][CH:43]=4)([C:36]4[CH:41]=[CH:40][CH:39]=[CH:38][CH:37]=4)[C:30]4[CH:35]=[CH:34][CH:33]=[CH:32][CH:31]=4)[N:27]=[N:26][N:25]=3)=[CH:14][CH:13]=2)[C:7]=1[C:8]([OH:10])=[O:9])[CH3:2].I[CH2:52][CH2:53][CH3:54].C(=O)([O-])[O-].[K+].[K+].CN(C=O)C>O.C(OCC)(=O)C>[CH2:1]([C:3]1[N:4]=[C:5]([CH2:48][CH2:49][CH3:50])[N:6]([CH2:11][C:12]2[CH:13]=[CH:14][C:15]([C:18]3[CH:23]=[CH:22][CH:21]=[CH:20][C:19]=3[C:24]3[N:28]([C:29]([C:42]4[CH:43]=[CH:44][CH:45]=[CH:46][CH:47]=4)([C:36]4[CH:41]=[CH:40][CH:39]=[CH:38][CH:37]=4)[C:30]4[CH:31]=[CH:32][CH:33]=[CH:34][CH:35]=4)[N:27]=[N:26][N:25]=3)=[CH:16][CH:17]=2)[C:7]=1[C:8]([O:10][CH2:52][CH2:53][CH3:54])=[O:9])[CH3:2] |f:2.3.4|. Procedure details: 1.32 g of 4-ethyl-2-propyl-1-[[2'-(N-triphenylmethyl(tetrazol-5-yl))biphenyl-4-yl]methyl]imidazole-5-carboxylic acid, 0.39 mL of iodopropane and 0.55 g potassium carbonate were added to 6 mL DMF. The reaction was allowed to stir for 24 hours then diluted with 12 mL water and 90 mL ethyl acetate. The organic layer was separated and washed five times with water, once with brine and dried with MgSO4. Chromatography with a gradient from 5 to 50% ethyl acetate in hexane gave 0.96 g of desired product... Reactants: C(=O)(O)C1=C2N(N=C1C1=CC=CC=C1)CCC2 (3-carboxy-2-phenyl-5,6-dihydro-4H-pyrrolo[1,2-b]pyrazole), BrN1C(CCC1=O)=O (N-bromosuccinimide). The solvent is CC(=O)N(C)C (DMA), CCOC(=O)C (EtOAc). Reaction conditions: time 18 hour. Product: BrC1=C2N(N=C1C1=CC=CC=C1)CCC2 (3-bromo-2-phenyl-5,6-dihydro-4H-pyrrolo[1,2-b]pyrazole). RXN SMILES: C([C:4]1[C:8]([C:9]2[CH:14]=[CH:13][CH:12]=[CH:11][CH:10]=2)=[N:7][N:6]2[CH2:15][CH2:16][CH2:17][C:5]=12)(O)=O.[Br:18]N1C(=O)CCC1=O>CC(N(C)C)=O.CCOC(C)=O>[Br:18][C:4]1[C:8]([C:9]2[CH:14]=[CH:13][CH:12]=[CH:11][CH:10]=2)=[N:7][N:6]2[CH2:15][CH2:16][CH2:17][C:5]=12. Procedure: To a solution of 3-carboxy-2-phenyl-5,6-dihydro-4H-pyrrolo[1,2-b]pyrazole (820 mg, 3.59 mmol) in dry DMA (15 mL) previously degassed add N-bromosuccinimide (NBS) (702.8 mg, 3.95 mmol) and stir at room temperature for 18 hours. Then, dilute with EtOAc (80 mL) and wash with cooled water (5×10 mL). Dry the organic phase (MgSO4), and concentrate in vacuo to obtain a yellow solid, 1.0 g. MS(ES+): m/z=263.0 (M+H)+ Starting materials: FC(C=1C=C(C2=C(NC(=N2)N2CCN(CC2)C2=NC=CC=C2C(F)(F)F)C1)C1=CCC(CC1)C(F)(F)F)(F)F (6-Trifluoromethyl-4-(4-trifluoromethyl-cyclohex-1-enyl)-2-[4-(3-trifluoromethyl-pyridin-2-yl)-piperazin-1-yl]-1H-benzoimidazole), [H][H] (hydrogen). The reagents and catalysts are [Pd] (Pd/C). The solvent is C(C)O (ethanol). The product is FC(C=1C=C(C2=C(NC(=N2)N2CCN(CC2)C2=NC=CC=C2C(F)(F)F)C1)C1CCC(CC1)C(F)(F)F)(F)F (6-Trifluoromethyl-4-(4-trifluoromethyl-cyclohexyl)-2-[4-(3-trifluoromethyl-pyridin-2-yl)-piperazin-1-yl]-1H-benzoimidazole). Reaction SMILES: [F:1][C:2]([F:39])([F:38])[C:3]1[CH:4]=[C:5]([C:28]2[CH2:33][CH2:32][CH:31]([C:34]([F:37])([F:36])[F:35])[CH2:30][CH:29]=2)[C:6]2[N:10]=[C:9]([N:11]3[CH2:16][CH2:15][N:14]([C:17]4[C:22]([C:23]([F:26])([F:25])[F:24])=[CH:21][CH:20]=[CH:19][N:18]=4)[CH2:13][CH2:12]3)[NH:8][C:7]=2[CH:27]=1.[H][H]>C(O)C.[Pd]>[F:39][C:2]([F:1])([F:38])[C:3]1[CH:4]=[C:5]([CH:28]2[CH2:29][CH2:30][CH:31]([C:34]([F:35])([F:36])[F:37])[CH2:32][CH2:33]2)[C:6]2[N:10]=[C:9]([N:11]3[CH2:16][CH2:15][N:14]([C:17]4[C:22]([C:23]([F:24])([F:25])[F:26])=[CH:21][CH:20]=[CH:19][N:18]=4)[CH2:13][CH2:12]3)[NH:8][C:7]=2[CH:27]=1. Reported procedure: 6-Trifluoromethyl-4-(4-trifluoromethyl-cyclohex-1-enyl)-2-[4-(3-trifluoromethyl-pyridin-2-yl)-piperazin-1-yl]-1H-benzoimidazole (10 mg, Example 139b) was subjected to catalytic hydrogenation in ethanol (1 mL) using 10% Pd/C (10 mg, Aldrich) as catalyst. The reaction was conducted at room temperature under 1 atmosphere hydrogen for 2 days. The catalyst was filtered through a Celite® pad, the filter cake was washed with methanol and the filtrate was evaporated in vacuo to give the title compound a... As a reaction SMILES: [BH4-:19].[C:21]([c:22]1[cH:23][cH:24][cH:25][cH:26][cH:27]1)([c:28]1[cH:29][cH:30][cH:31][cH:32][cH:33]1)([c:34]1[cH:35][cH:36][cH:37][cH:38][cH:39]1)[OH:40].[CH2:1]([CH2:2][CH2:3][CH2:4][CH2:5][CH2:6][CH3:7])[CH:8]1[CH2:9][CH:10]([CH2:14][S:15][C:16](=[O:17])[CH3:18])[O:11][C:12]1=[O:13].[CH3:41][OH:42].[Na+:20]>>[CH2:1]([CH2:2][CH2:3][CH2:4][CH2:5][CH2:6][CH3:7])[CH:8]1[CH2:9][CH:10]([CH2:14][S:15][C:21]([c:22]2[cH:23][cH:24][cH:25][cH:26][cH:27]2)([c:28]2[cH:29][cH:30][cH:31][cH:32][cH:33]2)[c:34]2[cH:35][cH:36][cH:37][cH:38][cH:39]2)[O:11][C:12]1=[O:13]. Starting materials: [BH4-], OC(c1ccccc1)(c1ccccc1)c1ccccc1, CCCCCCCC1CC(CSC(C)=O)OC1=O, CO, [Na+]. The product is CCCCCCCC1CC(CSC(c2ccccc2)(c2ccccc2)c2ccccc2)OC1=O. Starting materials: CoCl2.6H2O, CC(C(=NO)C)=NO (dimethylglyoxime), [BH4-].[Na+] (NaBH4), C1(CCCCC1)COC1=CC=C(C=C2C(NC(S2)=O)=O)C=C1 (5-(4-(cyclohexylmethoxy)benzylidene)thiazolidine-2,4-dione), C(C)(=O)O (acetic acid). Reagents/catalysts: [OH-].[Na+] (NaOH). The solvent is O (water), O (water), C1CCOC1.CN(C)C=O (THF DMF). Run at temperature 0 celsius, time 20 minute. Yields the product C1(CCCCC1)COC1=CC=C(CC2C(NC(S2)=O)=O)C=C1 (5-(4-(cyclohexylmethoxy)benzyl)thiazolidine-2,4-dione), solid. The yield is 79.0%. RXN SMILES: CC(=NO)C(C)=NO.[BH4-].[Na+].[CH:11]1([CH2:17][O:18][C:19]2[CH:32]=[CH:31][C:22]([CH:23]=[C:24]3[S:28][C:27](=[O:29])[NH:26][C:25]3=[O:30])=[CH:21][CH:20]=2)[CH2:16][CH2:15][CH2:14][CH2:13][CH2:12]1.C(O)(=O)C>O.[OH-].[Na+].C1COCC1.CN(C=O)C>[CH:11]1([CH2:17][O:18][C:19]2[CH:32]=[CH:31][C:22]([CH2:23][CH:24]3[S:28][C:27](=[O:29])[NH:26][C:25]3=[O:30])=[CH:21][CH:20]=2)[CH2:16][CH2:15][CH2:14][CH2:13][CH2:12]1 |f:1.2,6.7,8.9|. Procedure details: To the suspension containing CoCl2.6H2O (4.4 mg, 0.016 mmol) and dimethylglyoxime (73.1 mg, 0.58 mmol) in 10 ml of water, 4 drops of 1.0N NaOH and NaBH4 (409.3 mg, 10.6 mmol) were subsequently added. The mixture was cooled to 0° C., and 5-(4-(cyclohexylmethoxy)benzylidene)thiazolidine-2,4-dione (1 g, 3.13 mmol) in 15 ml of THF-DMF (2:1) was added thereto over 20 minutes. The mixture was stirred at room temperature for 18 hours, to which acetic acid was then added until the pH thereof reached abo... Starting materials: NC(C(O)C=1N=C(SC1)C1=CC=CC=C1)CC1=CC(=CC=C1)OC(C(F)F)(F)F ((1RS,2RS)-2-amino-1-(2-phenyl-1,3-thiazol-4-yl)-3-[3-(1,1,2,2-tetrafluoroethoxy)phenyl]-1-propanol), FC1=CC=C(C2=CC=CC=C12)C(=O)O (4-fluoronaphthalene-1-carboxylic acid), O.ON1N=NC2=C1C=CC=C2 (1-hydroxybenzotriazole monohydrate), Cl.C(C)N=C=NCCCN(C)C (1-ethyl-3-(3-dimethylaminopropyl)carbodiimide hydrochloride). The solvent is C(C)(=O)OCC (ethyl acetate), CN(C=O)C (N,N-dimethylformamide). Conditions: time 3 day. Yields the product FC1=CC=C(C2=CC=CC=C12)C(=O)NC(C(C=1N=C(SC1)C1=CC=CC=C1)O)CC1=CC(=CC=C1)OC(C(F)F)(F)F (4-fluoro-N-{(1RS,2RS)-2-hydroxy-2-(2-phenyl-1,3-thiazol-4-yl)-1-[3-(1,1,2,2-tetrafluoroethoxy)benzyl]ethyl}-1-naphthamide). Yield: 51.8%. Reaction SMILES: [NH2:1][CH:2]([CH2:16][C:17]1[CH:22]=[CH:21][CH:20]=[C:19]([O:23][C:24]([F:29])([F:28])[CH:25]([F:27])[F:26])[CH:18]=1)[CH:3]([C:5]1[N:6]=[C:7]([C:10]2[CH:15]=[CH:14][CH:13]=[CH:12][CH:11]=2)[S:8][CH:9]=1)[OH:4].[F:30][C:31]1[C:40]2[C:35](=[CH:36][CH:37]=[CH:38][CH:39]=2)[C:34]([C:41](O)=[O:42])=[CH:33][CH:32]=1.O.ON1C2C=CC=CC=2N=N1.Cl.C(N=C=NCCCN(C)C)C>CN(C)C=O.C(OCC)(=O)C>[F:30][C:31]1[C:40]2[C:35](=[CH:36][CH:37]=[CH:38][CH:39]=2)[C:34]([C:41]([NH:1][CH:2]([CH2:16][C:17]2[CH:22]=[CH:21][CH:20]=[C:19]([O:23][C:24]([F:28])([F:29])[CH:25]([F:26])[F:27])[CH:18]=2)[CH:3]([OH:4])[C:5]2[N:6]=[C:7]([C:10]3[CH:15]=[CH:14][CH:13]=[CH:12][CH:11]=3)[S:8][CH:9]=2)=[O:42])=[CH:33][CH:32]=1 |f:2.3,4.5|. Procedure: To a solution of (1RS,2RS)-2-amino-1-(2-phenyl-1,3-thiazol-4-yl)-3-[3-(1,1,2,2-tetrafluoroethoxy)phenyl]-1-propanol (311 mg, 0.73 mmol) in N,N-dimethylformamide (10 ml) were added 4-fluoronaphthalene-1-carboxylic acid (133 mg, 0.70 mmol) and 1-hydroxybenzotriazole monohydrate (112 mg, 0.73 mmol), and 1-ethyl-3-(3-dimethylaminopropyl)carbodiimide hydrochloride (140 mg, 0.73 mmol) was finally added. The mixture was stirred at room temperature for 3 days. The mixture was diluted with ethyl acetate,...